From a dataset of the Open Reaction Database (ORD), a public repository of structured organic reaction records. describe an organic reaction: reactants, conditions, products, and yield The reactants are FC1=C(C=C(C=C1)F)N=C=O (2,5-difluorophenyl isocyanate), N[C@H](C(=O)N[C@H]1CN(CC1)CC1=CC=CC=C1)C(C)(C)C (2-(S)-Amino-N-(1-benzyl-pyrrolidin-3-(R)-yl)-3,3-dimethyl-butyramide). As a reaction SMILES: [F:1][C:2]1[CH:7]=[CH:6][C:5]([F:8])=[CH:4][C:3]=1[N:9]=[C:10]=[O:11].[NH2:12][C@@H:13]([C:29]([CH3:32])([CH3:31])[CH3:30])[C:14]([NH:16][C@@H:17]1[CH2:21][CH2:20][N:19]([CH2:22][C:23]2[CH:28]=[CH:27][CH:26]=[CH:25][CH:24]=2)[CH2:18]1)=[O:15]>>[CH2:22]([N:19]1[CH2:20][CH2:21][C@@H:17]([NH:16][C:14](=[O:15])[C@@H:13]([NH:12][C:10]([NH:9][C:3]2[CH:4]=[C:5]([F:8])[CH:6]=[CH:7][C:2]=2[F:1])=[O:11])[C:29]([CH3:30])([CH3:32])[CH3:31])[CH2:18]1)[C:23]1[CH:24]=[CH:25][CH:26]=[CH:27][CH:28]=1. Procedure: Compound 3d was prepared from 2,5-difluorophenyl isocyanate and compound 2a using the method described in Example 9. MS (EI)=444 (M+). The product is C(C1=CC=CC=C1)N1C[C@@H](CC1)NC([C@H](C(C)(C)C)NC(=O)NC1=C(C=CC(=C1)F)F)=O (N-(1-Benzyl-pyrrolidin-3-(R)-yl)-2-(S)-[3-(2,5-difluoro-phenyl)-ureido]-3,3-dimethyl-butyramide). Reactants: CN(C)C=O, CC(C)c1oc2cc(F)ccc2c(=O)c1-c1ccc(Cl)cc1, [N-]=[N+]=[N-], [Na+]. The product is CC(C)c1oc2cc(N=[N+]=[N-])ccc2c(=O)c1-c1ccc(Cl)cc1. RXN SMILES: [CH3:27][N:28]([CH3:29])[CH:30]=[O:31].[Cl:1][c:2]1[cH:3][cH:4][c:5](-[c:8]2[c:9]([CH:20]([CH3:21])[CH3:22])[o:10][c:11]3[cH:12][c:13]([F:19])[cH:14][cH:15][c:16]3[c:17]2=[O:18])[cH:6][cH:7]1.[N-:24]=[N+:25]=[N-:26].[Na+:23]>>[Cl:1][c:2]1[cH:3][cH:4][c:5](-[c:8]2[c:9]([CH:20]([CH3:21])[CH3:22])[o:10][c:11]3[cH:12][c:13]([N:24]=[N+:25]=[N-:26])[cH:14][cH:15][c:16]3[c:17]2=[O:18])[cH:6][cH:7]1.